Dataset: the Open Reaction Database (ORD), a public repository of structured organic reaction records. Task: describe an organic reaction: reactants, conditions, products, and yield The reactants are 23.75, C(C)OCCN1C(=NC=2C1=NC=CC2)CC2CCN(CC2)CC#N (4-[[3-(2-ethoxyethyl)-3H-imidazo[4,5-b]pyridin-2-yl]methyl]-1-piperidineacetonitrile), N (ammonia), [H][H] (hydrogen). The reagents and catalysts are [Ni] (Raney nickel). Solvent: CO (methanol). Yields the product C(C)OCCN1C(=NC=2C1=NC=CC2)CC2CCN(CC2)CCN (4-[[3-(2-ethoxyethyl)-3H-imidazo[4,5-b]pyridin-2-yl]methyl]-1-piperidineethanamine), compound 179. Yield: 100.0%. RXN SMILES: [CH2:1]([O:3][CH2:4][CH2:5][N:6]1[C:10]2=[N:11][CH:12]=[CH:13][CH:14]=[C:9]2[N:8]=[C:7]1[CH2:15][CH:16]1[CH2:21][CH2:20][N:19]([CH2:22][C:23]#[N:24])[CH2:18][CH2:17]1)[CH3:2].N.[H][H]>[Ni].CO>[CH2:1]([O:3][CH2:4][CH2:5][N:6]1[C:10]2=[N:11][CH:12]=[CH:13][CH:14]=[C:9]2[N:8]=[C:7]1[CH2:15][CH:16]1[CH2:17][CH2:18][N:19]([CH2:22][CH2:23][NH2:24])[CH2:20][CH2:21]1)[CH3:2]. Procedure: A mixture of 23.75 parts of 4-[[3-(2-ethoxyethyl)-3H-imidazo[4,5-b]pyridin-2-yl]methyl]-1-piperidineacetonitrile and 400 parts of methanol, saturated with ammonia was hydrogenated at normal pressure and at room temperature with 6 parts of Raney nickel catalyst. After the calculated amount of hydrogen was taken up, the catalyst was filtered off and the filtrate was evaporated, yielding 22.7 parts (100%) of 4-[[3-(2-ethoxyethyl)-3H-imidazo[4,5-b]pyridin-2-yl]methyl]-1-piperidineethanamine as a res... The reactants are ClCCCCBr, CN(C)C=O, COc1ccc[nH]c1=O, [H-], [Na+]. Yields the product COc1cccn(CCCCCl)c1=O. Reaction SMILES: [Br:12][CH2:13][CH2:14][CH2:15][CH2:16][Cl:17].[CH3:18][N:19]([CH3:20])[CH:21]=[O:22].[CH3:1][O:2][c:3]1[c:4](=[O:9])[nH:5][cH:6][cH:7][cH:8]1.[H-:10].[Na+:11]>>[CH3:1][O:2][c:3]1[c:4](=[O:9])[n:5]([CH2:13][CH2:14][CH2:15][CH2:16][Cl:17])[cH:6][cH:7][cH:8]1.